From a dataset of the Open Reaction Database (ORD), a public repository of structured organic reaction records. describe an organic reaction: reactants, conditions, products, and yield Reactants: Methlyl 4-(4-(4-nitrophenyl)(1,3-thiazol-2-yl))-5-methylthiothiophene-2-carboxylate, NC(C=1C=C(SC1C)C(=S)OC)=S (methyl 4-(aminothioxomethyl)-5-methylthiothiophene-2-carboxylate), BrCC(=O)C1=CC=C(C=C1)[N+](=O)[O-] (2-bromo-4′-nitroacetophenone). Product: [N+](=O)([O-])C1=CC=C(C=C1)C=1N=C(SC1)C=1C=C(SC1C)C(=S)OC (methyl 4-(4-(4-nitrophenyl)(1,3-thiazol-2-yl))-5-methylthiothiophene-2-carboxylate). Isolated yield 112.9%. RXN SMILES: [NH2:1][C:2](=[S:13])[C:3]1[CH:4]=[C:5]([C:9]([O:11][CH3:12])=[S:10])[S:6][C:7]=1[CH3:8].Br[CH2:15][C:16]([C:18]1[CH:23]=[CH:22][C:21]([N+:24]([O-:26])=[O:25])=[CH:20][CH:19]=1)=O>>[N+:24]([C:21]1[CH:22]=[CH:23][C:18]([C:16]2[N:1]=[C:2]([C:3]3[CH:4]=[C:5]([C:9]([O:11][CH3:12])=[S:10])[S:6][C:7]=3[CH3:8])[S:13][CH:15]=2)=[CH:19][CH:20]=1)([O-:26])=[O:25]. Procedure: Methlyl 4-(4-(4-nitrophenyl)(1,3-thiazol-2-yl))-5-methylthiothiophene-2-carboxylate: A solution of 1 g (4 mmol) of methyl 4-(aminothioxomethyl)-5-methylthiothiophene-2-carboxylate (Maybridge, Cornwall, UK) was reacted with 987 mg (4 mmol) of 2-bromo-4′-nitroacetophenone in a manner similar to Example 8, step (a) to give methyl 4-(4-(4-nitrophenyl)(1,3-thiazol-2-yl))-5-methylthiothiophene-2-carboxylate (1.7 g, quantitive yield) as a brown solid. 1H-NMR (DMSO-d6; 300 MHz) δ 8.57 (s, 1H), 8.34 (s, ...